This data is from the Open Reaction Database (ORD), a public repository of structured organic reaction records. The task is: describe an organic reaction: reactants, conditions, products, and yield Reactants: C(C)=O (acetaldehyde), Cl.C1(=CC=CC=C1)S(=O)(=O)N1C=C2C=3C(=CC=CC13)CCNC2 (1-(Phenylsulfonyl)-3,4,5,6-tetrahydro-1H-azepino[3,4,5-cd]indole hydrochloride), C(C)(=O)O (acetic acid), Example 12, C(C)(=O)O[BH-](OC(C)=O)OC(C)=O.[Na+] (sodium triacetoxyborohydride), Cl (hydrochloride). Solvent: C1CCOC1 (THF). Reaction conditions: temperature 70 celsius. Yields the product Cl.C(C)N1CC2=CN(C=3C=CC=C(C23)CC1)S(=O)(=O)C1=CC=CC=C1 (4-Ethyl-1-(phenylsulfonyl)-3,4,5,6-tetrahydro-1H-azepino[3,4,5-cd]indole hydrochloride). As a reaction SMILES: [ClH:1].[C:2]1([S:8]([N:11]2[C:19]3[CH:18]=[CH:17][CH:16]=[C:15]4[CH2:20][CH2:21][NH:22][CH2:23][C:13]([C:14]=34)=[CH:12]2)(=[O:10])=[O:9])[CH:7]=[CH:6][CH:5]=[CH:4][CH:3]=1.[C:24](O[BH-](OC(=O)C)OC(=O)C)(=O)[CH3:25].[Na+].C(O)(=O)C.C(=O)C.Cl>C1COCC1>[ClH:1].[CH2:24]([N:22]1[CH2:21][CH2:20][C:15]2[C:14]3[C:13](=[CH:12][N:11]([S:8]([C:2]4[CH:3]=[CH:4][CH:5]=[CH:6][CH:7]=4)(=[O:10])=[O:9])[C:19]=3[CH:18]=[CH:17][CH:16]=2)[CH2:23]1)[CH3:25] |f:0.1,2.3,8.9|. Procedure details: 1-(Phenylsulfonyl)-3,4,5,6-tetrahydro-1H-azepino[3,4,5-cd]indole hydrochloride, Example 12 (70 mg, 0.2 mmol) was dissolved in THF (4 mL) before sodium triacetoxyborohydride (142 mg, 0.7 mmol) and acetic acid (134 mg, 2.2 mmol) was added. acetaldehyde (14.7 mg, 0.3 mmol) was added and the reaction mixture was heated in MW at 70° C. for 600 s. The reaction mixture was evaporated and the crude product was purified by preparative HPLC (33-63), using Xterra column. The product was isolated and transf... Run at time 2 hour. Procedure details: A mixture of α-t-butoxycarbonylamino-p-aminophenylacetic acid (26.6 g, 0.1 mol), formaldehyde (8.1 ml of a 37% aq. solution) and phthalimide (14.7 g, 0.1 mol) in 200 ml of absolute ethanol is heated at reflux for 1 hour. After cooling to room temperature Raney nickel catalyst is added and the mixture is hydrogenated under 60 psi of H2 100° for 2 hours. The catalyst is filtered off and the solvent is evaporated in vacuo. Following chromatography on silica gel the desired product is obtained. Solvent: C(C)O (ethanol). Starting materials: C(C)(C)(C)OC(=O)NC(C(=O)O)C1=CC=C(C=C1)N (α-t-butoxycarbonylamino-p-aminophenylacetic acid), C=O (formaldehyde), aq. solution, C1(C=2C(C(N1)=O)=CC=CC2)=O (phthalimide). The reagents and catalysts are [Ni] (Raney nickel). As a reaction SMILES: [C:1]([O:5][C:6]([NH:8][CH:9]([C:13]1[CH:18]=[CH:17][C:16]([NH2:19])=[CH:15][CH:14]=1)[C:10]([OH:12])=[O:11])=[O:7])([CH3:4])([CH3:3])[CH3:2].C=O.[C:22]1(=O)NC(=O)C2=CC=CC=C12>C(O)C.[Ni]>[C:1]([O:5][C:6]([NH:8][CH:9]([C:13]1[CH:18]=[CH:17][C:16]([NH:19][CH3:22])=[CH:15][CH:14]=1)[C:10]([OH:12])=[O:11])=[O:7])([CH3:4])([CH3:2])[CH3:3]. Product: C(C)(C)(C)OC(=O)NC(C(=O)O)C1=CC=C(C=C1)NC (α-t-Butoxycarbonylamino-p-methylaminophenylacetic acid). As a reaction SMILES: [Cl:1][C:2]1[CH:7]=[CH:6][C:5]([S:8]([CH2:11][CH2:12][CH2:13]Cl)(=[O:10])=[O:9])=[CH:4][CH:3]=1.[F:15][C:16]1[CH:17]=[C:18]([NH:23][CH:24]([C:31]2[CH:36]=[CH:35][C:34]([F:37])=[CH:33][CH:32]=2)[CH:25]2[CH2:30][CH2:29][NH:28][CH2:27][CH2:26]2)[CH:19]=[CH:20][C:21]=1[F:22]>>[Cl:1][C:2]1[CH:7]=[CH:6][C:5]([S:8]([CH2:11][CH2:12][CH2:13][N:28]2[CH2:29][CH2:30][CH:25]([CH:24]([C:31]3[CH:32]=[CH:33][C:34]([F:37])=[CH:35][CH:36]=3)[NH:23][C:18]3[CH:19]=[CH:20][C:21]([F:22])=[C:16]([F:15])[CH:17]=3)[CH2:26][CH2:27]2)(=[O:10])=[O:9])=[CH:4][CH:3]=1. Procedure: Following the procedure of Example 2, the title compound is prepared from 1-chloro-4-[(3-chloropropyl)sulfonyl]benzene and N-(3,4-difluorophenyl)-α-(4-fluorophenyl)-4-piperidinemethanamine. The product is ClC1=CC=C(C=C1)S(=O)(=O)CCCN1CCC(CC1)C(NC1=CC(=C(C=C1)F)F)C1=CC=C(C=C1)F (1-[3-[(4-Chlorophenyl)sulfonyl]propyl]-N-(3,4-difluorophenyl)-α-(4-fluorophenyl)-4-piperidinemethanamine). Reactants: ClC1=CC=C(C=C1)S(=O)(=O)CCCCl (1-chloro-4-[(3-chloropropyl)sulfonyl]benzene), FC=1C=C(C=CC1F)NC(C1CCNCC1)C1=CC=C(C=C1)F (N-(3,4-difluorophenyl)-α-(4-fluorophenyl)-4-piperidinemethanamine). The reactants are COC1=CC=C(CN2C(N(C3(C2=O)CC=2C(=NC=C(C2)C(=O)OC)C3)C)=O)C=C1 (methyl 1′-(4-methoxybenzyl)-3′-methyl-2′,5′-dioxo-5,7-dihydrospiro[cyclopenta[b]pyridine-6,4′-imidazolidine]-3-carboxylate), ceric ammonium nitrate. Run in C(C)#N (acetonitrile), O (H2O). Conditions: time 20 minute. The product is CN1C(NC(C12CC=1C(=NC=C(C1)C(=O)OC)C2)=O)=O (Methyl 3′-methyl-2′,5′-dioxo-5,7-dihydrospiro[cyclopenta[b]pyridine-6,4′-imidazolidine]-3-carboxylate). RXN SMILES: COC1C=CC(C[N:8]2[C:12](=[O:13])[C:11]3([CH2:25][C:16]4=[N:17][CH:18]=[C:19]([C:21]([O:23][CH3:24])=[O:22])[CH:20]=[C:15]4[CH2:14]3)[N:10]([CH3:26])[C:9]2=[O:27])=CC=1>C(#N)C.O>[CH3:26][N:10]1[C:11]2([CH2:25][C:16]3=[N:17][CH:18]=[C:19]([C:21]([O:23][CH3:24])=[O:22])[CH:20]=[C:15]3[CH2:14]2)[C:12](=[O:13])[NH:8][C:9]1=[O:27]. Reported procedure: To a solution of methyl 1′-(4-methoxybenzyl)-3′-methyl-2′,5′-dioxo-5,7-dihydrospiro[cyclopenta[b]pyridine-6,4′-imidazolidine]-3-carboxylate (100 mg, 0.25 mmol) in acetonitrile (8.4 mL) at ambient temperature was added ceric ammonium nitrate (4.1 g, 7.6 mmol) as a solution in H2O (5 mL). After 20 min, the reaction mixture was partitioned between H2O (50 mL) and 9:1-CH2Cl2:i-PrOH (50 mL). The aqueous was extracted further with 9:1 CH2Cl2:i-PrOH (5×50 mL) and the combined organic extracts were drie... Starting materials: CN1N=NN=C1C1=C(N=C(S1)N)C1=CC=CC=C1 (5-(1-methyl-1H-tetrazol-5-yl)-4-phenyl-thiazol-2-ylamine), C(C(C)C)(=O)Cl (isobutyryl chloride). Procedure details: Prepared from 5-(1-methyl-1H-tetrazol-5-yl)-4-phenyl-thiazol-2-ylamine and isobutyryl chloride. Product: CN1N=NN=C1C1=C(N=C(S1)NC(C(C)C)=O)C1=CC=CC=C1 (N-[5-(1-Methyl-1H-tetrazol-5-yl)-4-phenyl-thiazol-2-yl]-isobutyramide). RXN SMILES: [CH3:1][N:2]1[C:6]([C:7]2[S:11][C:10]([NH2:12])=[N:9][C:8]=2[C:13]2[CH:18]=[CH:17][CH:16]=[CH:15][CH:14]=2)=[N:5][N:4]=[N:3]1.[C:19](Cl)(=[O:23])[CH:20]([CH3:22])[CH3:21]>>[CH3:1][N:2]1[C:6]([C:7]2[S:11][C:10]([NH:12][C:19](=[O:23])[CH:20]([CH3:22])[CH3:21])=[N:9][C:8]=2[C:13]2[CH:14]=[CH:15][CH:16]=[CH:17][CH:18]=2)=[N:5][N:4]=[N:3]1. Reactants: N([C@@H](CC1=CC=C(C=C1)O)C(=O)N[C@H](CCSC)C(=O)NCC(=O)OCC)C(=O)OC(C)(C)C (BOC-Tyr-(D)-Met-Gly-OEt), [OH-].[Na+] (sodium hydroxide), Cl (HCl). Run in CO (MeOH). Run at time 1 hour. Product: N([C@@H](CC1=CC=C(C=C1)O)C(=O)N[C@H](CCSC)C(=O)NCC(=O)O)C(=O)OC(C)(C)C (BOC-Tyr-(D)-Met-Gly-OH). As a reaction SMILES: [NH:1]([C:28]([O:30][C:31]([CH3:34])([CH3:33])[CH3:32])=[O:29])[C@H:2]([C:11]([NH:13][C@@H:14]([C:19]([NH:21][CH2:22][C:23]([O:25]CC)=[O:24])=[O:20])[CH2:15][CH2:16][S:17][CH3:18])=[O:12])[CH2:3][C:4]1[CH:9]=[CH:8][C:7]([OH:10])=[CH:6][CH:5]=1.[OH-].[Na+].Cl>CO>[NH:1]([C:28]([O:30][C:31]([CH3:34])([CH3:33])[CH3:32])=[O:29])[C@H:2]([C:11]([NH:13][C@@H:14]([C:19]([NH:21][CH2:22][C:23]([OH:25])=[O:24])=[O:20])[CH2:15][CH2:16][S:17][CH3:18])=[O:12])[CH2:3][C:4]1[CH:9]=[CH:8][C:7]([OH:10])=[CH:6][CH:5]=1 |f:1.2|. Procedure details: In 30 ml of MeOH is dissolved 2.8 g of BOC-Tyr-(D)-Met-Gly-OEt, after cooling 12 ml of 1 N-aqueous sodium hydroxide is added and the mixture is stirred at room temperature for 1 hour. After cooling, 60 ml of 0.2 N-aqueous HCl is added and resulting crystals are recovered by filtration and washed with cold water. Yield 2.3 g; m.p. 184°-186° C.; Rf1 =0.24; [α]D21 +13.3° (c=0.46; DMF). Starting materials: O=C(Cl)CCCN1C(=O)c2ccccc2C1=O, ClCCl, Clc1ccc2c(c1)CCC1=C2CCCN1. The product is O=C(CCCN1C(=O)c2ccccc2C1=O)N1CCCC2=C1CCc1cc(Cl)ccc12. As a reaction SMILES: [C:16]1(=[O:32])[c:17]2[c:18]([cH:28][cH:29][cH:30][cH:31]2)[C:19](=[O:27])[N:20]1[CH2:21][CH2:22][CH2:23][C:24](=[O:25])[Cl:26].[CH2:33]([Cl:34])[Cl:35].[Cl:1][c:2]1[cH:3][c:4]2[c:5]([cH:14][cH:15]1)[C:6]1=[C:11]([NH:10][CH2:9][CH2:8][CH2:7]1)[CH2:12][CH2:13]2>>[Cl:1][c:2]1[cH:3][c:4]2[c:5]([cH:14][cH:15]1)[C:6]1=[C:11]([N:10]([C:24]([CH2:23][CH2:22][CH2:21][N:20]3[C:16](=[O:32])[c:17]4[c:18]([cH:28][cH:29][cH:30][cH:31]4)[C:19]3=[O:27])=[O:25])[CH2:9][CH2:8][CH2:7]1)[CH2:12][CH2:13]2. As a reaction SMILES: Br[C:2]1[CH:20]=[CH:19][C:5]([C:6]([NH:8][C:9]2[CH:18]=[C:17]3[C:12]([CH:13]=[CH:14][CH:15]=[N:16]3)=[CH:11][CH:10]=2)=[O:7])=[CH:4][CH:3]=1.[N:21]1[CH:26]=[CH:25][C:24](B(O)O)=[CH:23][CH:22]=1>>[N:21]1[CH:26]=[CH:25][C:24]([C:2]2[CH:20]=[CH:19][C:5]([C:6]([NH:8][C:9]3[CH:18]=[C:17]4[C:12]([CH:13]=[CH:14][CH:15]=[N:16]4)=[CH:11][CH:10]=3)=[O:7])=[CH:4][CH:3]=2)=[CH:23][CH:22]=1. Reported procedure: Using the procedure outlined in Example 58, the title compound was prepared from 4-bromo-N-quinolin-7-ylbenzamide (Example 82) (50 mg, 0.15 mmol) and 4-pyridylboronic acid (20 mg, 0.16 mmol) as a white solid. 1H NMR (400 MHz, CDCl3) δ (ppm): 8.86 (d, 1H), 8.70 (d, 2H), 8.33 (dd, 1H), 8.18 (d, 1H), 8.12 (d, 2H), 8.07 (s, 1H), 7.88 (d, 1H), 7.79 (d, 2H), 7.58(d, 2H), 7.38 (dd, 1H). Product: N1=CC=C(C=C1)C1=CC=C(C(=O)NC2=CC=C3C=CC=NC3=C2)C=C1 (4-(4-Pyridyl)-N-quinolin-7-yl-benzamide). The reactants are BrC1=CC=C(C(=O)NC2=CC=C3C=CC=NC3=C2)C=C1 (4-Bromo-N-quinolin-7-yl-benzamide), N1=CC=C(C=C1)B(O)O (4-pyridylboronic acid).